Task: describe an organic reaction: reactants, conditions, products, and yield. Dataset: the Open Reaction Database (ORD), a public repository of structured organic reaction records Reactants: BrCc1ccccc1, O=C([O-])[O-], CCCc1nc2c(n1Cc1ccc(-c3ccccc3C(=O)OC(C)(C)C)cc1)C(C(=O)OCC)NCC2, CN(C)C=O, CCOC(C)=O, [K+], [K+]. The product is CCCc1nc2c(n1Cc1ccc(-c3ccccc3C(=O)OC(C)(C)C)cc1)C(C(=O)OCC)N(Cc1ccccc1)CC2. As a reaction SMILES: [Br:49][CH2:50][c:51]1[cH:52][cH:53][cH:54][cH:55][cH:56]1.[C:38](=[O:39])([O-:40])[O-:41].[CH2:1]([CH2:2][CH3:3])[c:4]1[n:5][c:6]2[c:7]([n:17]1[CH2:18][c:19]1[cH:20][cH:21][c:22](-[c:25]3[c:26]([C:31](=[O:32])[O:33][C:34]([CH3:35])([CH3:36])[CH3:37])[cH:27][cH:28][cH:29][cH:30]3)[cH:23][cH:24]1)[CH:8]([C:12](=[O:13])[O:14][CH2:15][CH3:16])[NH:9][CH2:10][CH2:11]2.[CH3:44][N:45]([CH3:46])[CH:47]=[O:48].[CH3:57][CH2:58][O:59][C:60](=[O:61])[CH3:62].[K+:42].[K+:43]>>[CH2:1]([CH2:2][CH3:3])[c:4]1[n:5][c:6]2[c:7]([n:17]1[CH2:18][c:19]1[cH:20][cH:21][c:22](-[c:25]3[c:26]([C:31](=[O:32])[O:33][C:34]([CH3:35])([CH3:36])[CH3:37])[cH:27][cH:28][cH:29][cH:30]3)[cH:23][cH:24]1)[CH:8]([C:12](=[O:13])[O:14][CH2:15][CH3:16])[N:9]([CH2:50][c:51]1[cH:52][cH:53][cH:54][cH:55][cH:56]1)[CH2:10][CH2:11]2. The reactants are [OH-].[K+] (KOH), II (I2), OCCCNC(=O)C=1NC2=CC=C(C=C2C1)F (5-fluoro-1H-indole-2-carboxylic acid (3-hydroxy-propyl)-amide). Run in CN(C)C=O (DMF). Reaction conditions: time 1 hour. Yields the product OCCCNC(=O)C=1NC2=CC=C(C=C2C1I)F (5-fluoro-3-iodo-1H-indole-2-carboxylic acid (3-hydroxy-propyl)-amide). Reaction SMILES: [OH:1][CH2:2][CH2:3][CH2:4][NH:5][C:6]([C:8]1[NH:9][C:10]2[C:15]([CH:16]=1)=[CH:14][C:13]([F:17])=[CH:12][CH:11]=2)=[O:7].[OH-].[K+].[I:20]I>CN(C=O)C>[OH:1][CH2:2][CH2:3][CH2:4][NH:5][C:6]([C:8]1[NH:9][C:10]2[C:15]([C:16]=1[I:20])=[CH:14][C:13]([F:17])=[CH:12][CH:11]=2)=[O:7] |f:1.2|. Procedure details: To a solution of 5-fluoro-1H-indole-2-carboxylic acid (3-hydroxy-propyl)-amide, prepared as in reference 11, (4.89 g, 20.7 mmol) in DMF (100 mL) is added KOH (3.48 g, 62 mmol) and I2 (5.78 g, 22.8 mmol). It is stirred at room temperature for 1 hour and concentrated. Water is added to the residue and the mixture is acidified with HCl. The mixture is extracted with EtOAc (100 mL×2). The combined organic layers are washed with Na2S2O3 (1M, 50 mL), brine (100 mL), and dried with Na2SO4. Solvent is r... The reactants are OCCCOc1ccc(-c2cn3cc(Br)ccc3n2)cc1, ClC(Cl)Cl, O, Cc1ccc(S(=O)(=O)Cl)cc1, c1ccncc1. The product is Cc1ccc(S(=O)(=O)OCCCOc2ccc(-c3cn4cc(Br)ccc4n3)cc2)cc1. As a reaction SMILES: [Br:1][c:2]1[cH:3][cH:4][c:5]2[n:6]([cH:7]1)[cH:8][c:9](-[c:11]1[cH:12][cH:13][c:14]([O:17][CH2:18][CH2:19][CH2:20][OH:21])[cH:15][cH:16]1)[n:10]2.[CH:34]([Cl:35])([Cl:36])[Cl:37].[OH2:33].[c:22]1([CH3:32])[cH:23][cH:24][c:25]([S:28](=[O:29])(=[O:30])[Cl:31])[cH:26][cH:27]1.[cH:38]1[cH:39][cH:40][n:41][cH:42][cH:43]1>>[Br:1][c:2]1[cH:3][cH:4][c:5]2[n:6]([cH:7]1)[cH:8][c:9](-[c:11]1[cH:12][cH:13][c:14]([O:17][CH2:18][CH2:19][CH2:20][O:21][S:28]([c:25]3[cH:24][cH:23][c:22]([CH3:32])[cH:27][cH:26]3)(=[O:29])=[O:30])[cH:15][cH:16]1)[n:10]2. Reactants: C(C)OC(C1=C(C=C(C=C1OCCCC1=CC=CC=C1)OCC1=CC=CC=C1)C)=O (Ethyl-4-benzyloxy-2-methyl-6-(3-phenyl-propoxy)-benzoate), [OH-].[Na+] (sodium hydroxide). Solvent: C(C)O (ethanol). The product is C(C1=CC=CC=C1)OC1=CC(=C(C(=O)O)C(=C1)OCCCC1=CC=CC=C1)C (4-Benzyloxy-2-methyl-6-(3-phenyl-propoxy)-benzoic Acid). As a reaction SMILES: C([O:3][C:4](=[O:30])[C:5]1[C:10]([O:11][CH2:12][CH2:13][CH2:14][C:15]2[CH:20]=[CH:19][CH:18]=[CH:17][CH:16]=2)=[CH:9][C:8]([O:21][CH2:22][C:23]2[CH:28]=[CH:27][CH:26]=[CH:25][CH:24]=2)=[CH:7][C:6]=1[CH3:29])C.[OH-].[Na+]>C(O)C>[CH2:22]([O:21][C:8]1[CH:9]=[C:10]([O:11][CH2:12][CH2:13][CH2:14][C:15]2[CH:20]=[CH:19][CH:18]=[CH:17][CH:16]=2)[C:5]([C:4]([OH:30])=[O:3])=[C:6]([CH3:29])[CH:7]=1)[C:23]1[CH:24]=[CH:25][CH:26]=[CH:27][CH:28]=1 |f:1.2|. Reported procedure: Ethyl-4-benzyloxy-2-methyl-6-(3-phenyl-propoxy)-benzoate (0.57 g, 1.4 mmol) and 10 N sodium hydroxide (1.4 mL, 14 mmol) are combined in ethanol (6 mL) and heated at reflux for 6 hours. The solvent is removed in vacuo and dichloromethane is added to the residue. Then 1 N hydrochloric acid is added to acidify the mixture to pHI. The aqueous layer is extracted once with dichloromethane and the combined organic layers washed once with water. The organic layer is dried over magnesium sulfate and the ... Reactants: [OH-].[Na+] (sodium hydroxide), Cl (hydrochloric acid), COC=1C=CC2=C(N=C(S2)S(=O)(=O)N)C1 (5-methoxy-2-benzothiazolesulfonamide), [Cl-].[Al+3].[Cl-].[Cl-] (aluminum chloride), ice water. Run in CCCCCCC (heptane). Product: OC=1C=CC2=C(N=C(S2)S(=O)(=O)N)C1 (5-hydroxy-2-benzothiazolesulfonamide). Yield: 58.8%. RXN SMILES: C[O:2][C:3]1[CH:4]=[CH:5][C:6]2[S:10][C:9]([S:11]([NH2:14])(=[O:13])=[O:12])=[N:8][C:7]=2[CH:15]=1.[Cl-].[Al+3].[Cl-].[Cl-].[OH-].[Na+].Cl>CCCCCCC>[OH:2][C:3]1[CH:4]=[CH:5][C:6]2[S:10][C:9]([S:11]([NH2:14])(=[O:13])=[O:12])=[N:8][C:7]=2[CH:15]=1 |f:1.2.3.4,5.6|. Reported procedure: A stirred suspension of 5-methoxy-2-benzothiazolesulfonamide (11.8 g, 0.048 mole) and aluminum chloride (28 g, 0.21 mole) in heptane (500 ml) was heated at reflux for 21/2 hours then cooled. The aluminum chloride complex was decomposed by the addition of ice water (400 ml) to give 6.5 g of 5-hydroxy-2-benzothiazolesulfonamide which melts at 224° C. after reprecipitiation from dilute sodium hydroxide with dilute hydrochloric acid. Reactants: C(C1=CC=CC=C1)O[C@@H]1[C@H](CCCC1)NC(=O)C=1N=C(N(C1Br)C1=CC=C(C=C1)Cl)C1=C(C=CC=C1)Cl (N-[(1S,2S)-2-(benzyloxy)cyclohexyl]-5-bromo-2-(2-chlorophenyl)-1-(4-chlorophenyl)-1H-imidazole-4-carboxamide), I[Si](C)(C)C (iodotrimethylsilane). The product is BrC1=C(N=C(N1C1=CC=C(C=C1)Cl)C1=C(C=CC=C1)Cl)C(=O)N[C@@H]1[C@H](CCCC1)O (5-bromo-2-(2-chlorophenyl)-1-(4-chlorophenyl)-N-[(1S,2S)-2-hydroxycyclohexyl]-1H-imidazole-4-carboxamide). Reaction SMILES: C([O:8][C@H:9]1[CH2:14][CH2:13][CH2:12][CH2:11][C@@H:10]1[NH:15][C:16]([C:18]1[N:19]=[C:20]([C:31]2[CH:36]=[CH:35][CH:34]=[CH:33][C:32]=2[Cl:37])[N:21]([C:24]2[CH:29]=[CH:28][C:27]([Cl:30])=[CH:26][CH:25]=2)[C:22]=1[Br:23])=[O:17])C1C=CC=CC=1.I[Si](C)(C)C>>[Br:23][C:22]1[N:21]([C:24]2[CH:25]=[CH:26][C:27]([Cl:30])=[CH:28][CH:29]=2)[C:20]([C:31]2[CH:36]=[CH:35][CH:34]=[CH:33][C:32]=2[Cl:37])=[N:19][C:18]=1[C:16]([NH:15][C@H:10]1[CH2:11][CH2:12][CH2:13][CH2:14][C@@H:9]1[OH:8])=[O:17]. Procedure: As described previously for Example 35, N-[(1S,2S)-2-(benzyloxy)cyclohexyl]-5-bromo-2-(2-chlorophenyl)-1-(4-chlorophenyl)-1H-imidazole-4-carboxamide (Example 43) was de-benzylated by treatment with iodotrimethylsilane to give 5-bromo-2-(2-chlorophenyl)-1-(4-chlorophenyl)-N-[(1S,2S)-2-hydroxycyclohexyl]-1H-imidazole-4-carboxamide. LC-MS m/z 508.1 (MH+), retention time 2.96 min (method 2). 1H NMR (CD2Cl2, 400 MHz) δ 7.43 (d, 1H, Ph), 7.27 (m, 5H, Ph), 7.06 (m, 2H, Ph), 3.70 (m, 1H, CHOH), 3.44 (m,... The reactants are O=C([O-])[O-], Cc1cc(Br)cc2[nH]c(-c3c(NC(CO)Cc4ccccc4)cc[nH]c3=O)nc12, C1CCOC1, [Cs+], [Cs+], ClC(c1ccccc1)(c1ccccc1)c1ccccc1. Yields the product Cc1cc(Br)cc2[nH]c(-c3c(NC(COC(c4ccccc4)(c4ccccc4)c4ccccc4)Cc4ccccc4)cc[nH]c3=O)nc12. Reaction SMILES: [C:30](=[O:31])([O-:32])[O-:33].[CH2:1]([c:2]1[cH:3][cH:4][cH:5][cH:6][cH:7]1)[CH:8]([CH2:9][OH:10])[NH:11][c:12]1[c:13](-[c:19]2[n:20][c:21]3[c:22]([nH:23]2)[cH:24][c:25]([Br:29])[cH:26][c:27]3[CH3:28])[c:14](=[O:18])[nH:15][cH:16][cH:17]1.[CH2:56]1[O:57][CH2:58][CH2:59][CH2:60]1.[Cs+:34].[Cs+:35].[c:36]1([C:42]([c:43]2[cH:44][cH:45][cH:46][cH:47][cH:48]2)([c:49]2[cH:50][cH:51][cH:52][cH:53][cH:54]2)[Cl:55])[cH:37][cH:38][cH:39][cH:40][cH:41]1>>[CH2:1]([c:2]1[cH:3][cH:4][cH:5][cH:6][cH:7]1)[CH:8]([CH2:9][O:10][C:42]([c:36]1[cH:37][cH:38][cH:39][cH:40][cH:41]1)([c:43]1[cH:44][cH:45][cH:46][cH:47][cH:48]1)[c:49]1[cH:50][cH:51][cH:52][cH:53][cH:54]1)[NH:11][c:12]1[c:13](-[c:19]2[n:20][c:21]3[c:22]([nH:23]2)[cH:24][c:25]([Br:29])[cH:26][c:27]3[CH3:28])[c:14](=[O:18])[nH:15][cH:16][cH:17]1. Reactants: NCC=1C(=NC(=CC1C)C)O (3-(aminomethyl)-4,6-dimethylpyridin-2-ol), FC=1C=C(OC(C)C2=CC=C(C(=O)O)C=C2)C=CC1 (4-(1-(3-fluorophenoxy)ethyl)benzoic acid), Cl.C(C)N=C=NCCCN(C)C (1-ethyl-3-(3-dimethylaminopropyl)carbodiimide hydrochloride), ON1N=NC2=C1C=CC=C2 (N-hydroxybenzotriazole). Run in O (water), ClCCl (dichloromethane), C(C)N(CC)CC (triethylamine). Reaction conditions: temperature 25 celsius. Yields the product FC=1C=C(OC(C)C2=CC=C(C(=O)NCC=3C(=NC(=CC3C)C)O)C=C2)C=CC1 (4-(1-(3-fluorophenoxy)ethyl)-N-((2-hydroxy-4,6-dimethylpyridin-3-yl)methyl)benzamide). The yield is 34.2%. As a reaction SMILES: [F:1][C:2]1[CH:3]=[C:4]([CH:17]=[CH:18][CH:19]=1)[O:5][CH:6]([C:8]1[CH:16]=[CH:15][C:11]([C:12]([OH:14])=O)=[CH:10][CH:9]=1)[CH3:7].Cl.C(N=C=NCCCN(C)C)C.ON1C2C=CC=CC=2N=N1.[NH2:42][CH2:43][C:44]1[C:45]([OH:52])=[N:46][C:47]([CH3:51])=[CH:48][C:49]=1[CH3:50]>O.ClCCl.C(N(CC)CC)C>[F:1][C:2]1[CH:3]=[C:4]([CH:17]=[CH:18][CH:19]=1)[O:5][CH:6]([C:8]1[CH:9]=[CH:10][C:11]([C:12]([NH:42][CH2:43][C:44]2[C:45]([OH:52])=[N:46][C:47]([CH3:51])=[CH:48][C:49]=2[CH3:50])=[O:14])=[CH:15][CH:16]=1)[CH3:7] |f:1.2|. Procedure details: A mixture of 4-(1-(3-fluorophenoxy)ethyl)benzoic acid (260 mg, 1 mmol), 1-ethyl-3-(3-dimethylaminopropyl)carbodiimide hydrochloride (382 mg, 2 mmol), N-hydroxybenzotriazole (270 mg, 2 mmol), triethylamine (0.3 mL) and dichloromethane (15 mL) were stirred at 25° C. for half an hour. And then 3-(aminomethyl)-4,6-dimethylpyridin-2-ol (152 mg, 1 mmol) was added. The mixture was stirred at 25° C. for 12 hours. To the mixture, water (20 mL) was added and the mixture was extracted with dichloromethane ... Reactants: NCC(CCO)(C1=CC=CC=C1)C1=CC=CC=C1 (4-amino-3,3-diphenylbutanol), NCC(CCO)(C1=CC=CC=C1)C1=CC=CC=C1 (4-amino-3,3-diphenylbutanol), C(C)(=O)OC(C)=O (acetic anhydride). Solvent: C(=O)O (formic acid). Conditions: time 7 hour. Yields the product C(=O)NCC(CCO)(C1=CC=CC=C1)C1=CC=CC=C1 (4-Formylamino-3,3-diphenylbutanol). Reaction SMILES: [NH2:1][CH2:2][C:3]([C:13]1[CH:18]=[CH:17][CH:16]=[CH:15][CH:14]=1)([C:7]1[CH:12]=[CH:11][CH:10]=[CH:9][CH:8]=1)[CH2:4][CH2:5][OH:6].[C:19](OC(=O)C)(=[O:21])C>C(O)=O>[CH:19]([NH:1][CH2:2][C:3]([C:13]1[CH:18]=[CH:17][CH:16]=[CH:15][CH:14]=1)([C:7]1[CH:8]=[CH:9][CH:10]=[CH:11][CH:12]=1)[CH2:4][CH2:5][OH:6])=[O:21]. Procedure details: In formic acid (100 ml) was dissolved 4-amino-3,3-diphenylbutanol (reference compound 7-1) (17.1 g) followed by addition of acetic anhydride (16 ml) and the mixture was stirred at room temperature for 7 hours. The reaction mixture was concentrated to dryness and the residue was distributed between chloroform and water. The aqueous layer was made basic with aqueous ammonia and extracted with chloroform. The extract was dried over anhydrous sodium sulfate and concentrated to dryness. The residue w... Starting materials: FC1=C(C=C(C(=C1)C)OC)[N+](=O)[O-] (1-Fluoro-4-methoxy-5-methyl-2-nitro-benzene), [H][H] (hydrogen). The reagents and catalysts are [Pd] (Palladium on Carbon). The solvent is CO (methanol). The product is FC1=C(C=C(C(=C1)C)OC)N (2-fluoro-5-methoxy-4-methyl-phenylamine). Yield: 99.7%. As a reaction SMILES: [F:1][C:2]1[CH:7]=[C:6]([CH3:8])[C:5]([O:9][CH3:10])=[CH:4][C:3]=1[N+:11]([O-])=O.[H][H]>CO.[Pd]>[F:1][C:2]1[CH:7]=[C:6]([CH3:8])[C:5]([O:9][CH3:10])=[CH:4][C:3]=1[NH2:11]. Procedure: 1-Fluoro-4-methoxy-5-methyl-2-nitro-benzene (1.18 g, 6.4 mmol) was dissolved in 40 ml of methanol at room temperature. 10% Palladium on Carbon (200 mg) was added and the mixture was stirred under a balloon of hydrogen overnight. The mixture was filtered through celite. The filtrate was concentrated in vacuo to give 2-fluoro-5-methoxy-4-methyl-phenylamine (990 mg, quantitative) as a solid.